Dataset: the Open Reaction Database (ORD), a public repository of structured organic reaction records. Task: describe an organic reaction: reactants, conditions, products, and yield Starting materials: C, CCOC(C)=O, [H][H], CCCCC(O)C#Cc1ccc(F)c(F)c1F, [Pd]. Yields the product CCCCC(O)CCc1ccc(F)c(F)c1F. As a reaction SMILES: [C:26].[CH3:20][CH2:21][O:22][C:23](=[O:24])[CH3:25].[H:18][H:19].[OH:1][CH:2]([C:3]#[C:4][c:5]1[c:6]([F:13])[c:7]([F:12])[c:8]([F:11])[cH:9][cH:10]1)[CH2:14][CH2:15][CH2:16][CH3:17].[Pd:27]>>[OH:1][CH:2]([CH2:3][CH2:4][c:5]1[c:6]([F:13])[c:7]([F:12])[c:8]([F:11])[cH:9][cH:10]1)[CH2:14][CH2:15][CH2:16][CH3:17]. Reactants: CCO, CCOCC, NN, O, O, O=C1c2ccccc2C(=O)N1CCN1CCN(c2ccncc2)CC1. Yields the product NCCN1CCN(c2ccncc2)CC1. Reaction SMILES: [CH3:26][CH2:27][OH:28].[CH3:33][CH2:34][O:35][CH2:36][CH3:37].[NH2:31][NH2:32].[OH2:29].[OH2:30].[n:1]1[cH:2][cH:3][c:4]([N:7]2[CH2:8][CH2:9][N:10]([CH2:13][CH2:14][N:15]3[C:16](=[O:17])[c:18]4[c:19]([cH:20][cH:21][cH:22][cH:23]4)[C:24]3=[O:25])[CH2:11][CH2:12]2)[cH:5][cH:6]1>>[n:1]1[cH:2][cH:3][c:4]([N:7]2[CH2:8][CH2:9][N:10]([CH2:13][CH2:14][NH2:15])[CH2:11][CH2:12]2)[cH:5][cH:6]1. Starting materials: C([O-])([O-])=O.[Na+].[Na+] (sodium carbonate), ClC=1C=C2C(=CNC2=CC1)CCNC(C1=C(C=CC=C1)I)=O (N-(2-(5-chloro-1H-indol-3-yl)ethyl)-2-iodobenzamide), C1(=CC(=CC=C1)B(O)O)C (m-tolylboronic acid). The reagents and catalysts are C=1C=CC(=CC1)[P](C=2C=CC=CC2)(C=3C=CC=CC3)[Pd]([P](C=4C=CC=CC4)(C=5C=CC=CC5)C=6C=CC=CC6)([P](C=7C=CC=CC7)(C=8C=CC=CC8)C=9C=CC=CC9)[P](C=1C=CC=CC1)(C=1C=CC=CC1)C=1C=CC=CC1 (tetrakis(triphenylphosphine)palladium). Solvent: C(OC)COC (dimethoxyethane), O (water). Yields the product eluent, ClC=1C=C2C(=CNC2=CC1)CCNC(=O)C=1C(=CC=CC1)C1=CC(=CC=C1)C (N-(2-(5-chloro-1H-indol-3-yl)ethyl)-3′-methylbiphenyl-2-carboxamide). The yield is 29.2%. As a reaction SMILES: [Cl:1][C:2]1[CH:3]=[C:4]2[C:8](=[CH:9][CH:10]=1)[NH:7][CH:6]=[C:5]2[CH2:11][CH2:12][NH:13][C:14](=[O:22])[C:15]1[CH:20]=[CH:19][CH:18]=[CH:17][C:16]=1I.[C:23]1([CH3:32])[CH:28]=[CH:27][CH:26]=[C:25](B(O)O)[CH:24]=1.C(=O)([O-])[O-].[Na+].[Na+]>C(COC)OC.O.C1C=CC([P]([Pd]([P](C2C=CC=CC=2)(C2C=CC=CC=2)C2C=CC=CC=2)([P](C2C=CC=CC=2)(C2C=CC=CC=2)C2C=CC=CC=2)[P](C2C=CC=CC=2)(C2C=CC=CC=2)C2C=CC=CC=2)(C2C=CC=CC=2)C2C=CC=CC=2)=CC=1>[Cl:1][C:2]1[CH:3]=[C:4]2[C:8](=[CH:9][CH:10]=1)[NH:7][CH:6]=[C:5]2[CH2:11][CH2:12][NH:13][C:14]([C:15]1[C:16]([C:25]2[CH:26]=[CH:27][CH:28]=[C:23]([CH3:32])[CH:24]=2)=[CH:17][CH:18]=[CH:19][CH:20]=1)=[O:22] |f:2.3.4,^1:49,51,70,89|. Procedure: N-(2-(5-chloro-1H-indol-3-yl)ethyl)-3′-methylbiphenyl-2-carboxamide was prepared according to method B with N-(2-(5-chloro-1H-indol-3-yl)ethyl)-2-iodobenzamide (0.075 g; 0.176 mmol), m-tolylboronic acid (0.025 g; 0.176 mmol), tetrakis(triphenylphosphine)palladium (0.010 g; 0.009 mmol), sodium carbonate (0.037 g; 0.353 mmol), in dimethoxyethane (3 mL) and water (1 mL), irradiated in a microwave oven at 130° C. for 15 minutes. Flash chromatography on silica gel (eluent 2 to 10% ethyl acetate in di... The reactants are C1CCOC1, Cl, CN1CC(c2cn(COCC[Si](C)(C)C)c3ncc(CC4CCC5(CC4)OCCO5)cc23)=CN1, O. Yields the product CN1CC(c2cn(COCC[Si](C)(C)C)c3ncc(CC4CCC(=O)CC4)cc23)=CN1. Reaction SMILES: [CH2:37]1[O:38][CH2:39][CH2:40][CH2:41]1.[ClH:35].[O:1]1[CH2:3][CH2:2][O:4][C:5]12[CH2:6][CH2:7][CH:8]([CH2:11][c:12]1[cH:13][c:14]3[c:15]([n:16][cH:17]1)[n:18]([CH2:27][O:28][CH2:29][CH2:30][Si:31]([CH3:32])([CH3:33])[CH3:34])[cH:19][c:20]3[C:21]1=[CH:25][NH:24][N:23]([CH3:26])[CH2:22]1)[CH2:9][CH2:10]2.[OH2:36]>>[O:4]=[C:5]1[CH2:6][CH2:7][CH:8]([CH2:11][c:12]2[cH:13][c:14]3[c:15]([n:16][cH:17]2)[n:18]([CH2:27][O:28][CH2:29][CH2:30][Si:31]([CH3:32])([CH3:33])[CH3:34])[cH:19][c:20]3[C:21]2=[CH:25][NH:24][N:23]([CH3:26])[CH2:22]2)[CH2:9][CH2:10]1. The reactants are Ice water, O.NN (hydrazine monohydrate), C(C)(C)(C)C=1N=C(SC1)COC=1C=C(C(=O)NC2=C(OCCN3C(C=4C(C3=O)=CC=CC4)=O)C=CC(=C2)CCCS(=O)(=O)C2=CC=C(C=C2)Cl)C=CC1 (N-[2-[2-[3-[(4-tert-butyl-2-thiazolyl)methoxy]benzoylamino]-4-[3-(4-chlorophenylsulfonyl)propyl]phenoxy]ethyl]phthalimide), C(C)O (ethanol). RXN SMILES: O.NN.[C:4]([C:8]1[N:9]=[C:10]([CH2:13][O:14][C:15]2[CH:16]=[C:17]([CH:54]=[CH:55][CH:56]=2)[C:18]([NH:20][C:21]2[CH:40]=[C:39]([CH2:41][CH2:42][CH2:43][S:44]([C:47]3[CH:52]=[CH:51][C:50]([Cl:53])=[CH:49][CH:48]=3)(=[O:46])=[O:45])[CH:38]=[CH:37][C:22]=2[O:23][CH2:24][CH2:25][N:26]2C(=O)C3=CC=CC=C3C2=O)=[O:19])[S:11][CH:12]=1)([CH3:7])([CH3:6])[CH3:5].C(O)C>O1CCCC1>[C:4]([C:8]1[N:9]=[C:10]([CH2:13][O:14][C:15]2[CH:16]=[C:17]([CH:54]=[CH:55][CH:56]=2)[C:18]([NH:20][C:21]2[CH:40]=[C:39]([CH2:41][CH2:42][CH2:43][S:44]([C:47]3[CH:48]=[CH:49][C:50]([Cl:53])=[CH:51][CH:52]=3)(=[O:45])=[O:46])[CH:38]=[CH:37][C:22]=2[O:23][CH2:24][CH2:25][NH2:26])=[O:19])[S:11][CH:12]=1)([CH3:7])([CH3:5])[CH3:6] |f:0.1|. Procedure details: Under ice-cooling, hydrazine monohydrate (190 μl, 3.8 mmol) was added to a mixture of N-[2-[2-[3-[(4-tert-butyl-2-thiazolyl)methoxy]benzoylamino]-4-[3-(4-chlorophenylsulfonyl)propyl]phenoxy]ethyl]phthalimide (1.5 g, 1.9 mmol), ethanol (5 ml) and tetrahydrofuran (20 ml), and the resulting mixture was stirred overnight at room temperature and then heated under reflux for 3 hours. Ice-water was added to the reaction solution, and then the product formed was extracted with chloroform. The resulting ... Product: C(C)(C)(C)C=1N=C(SC1)COC=1C=C(C(=O)NC2=C(C=CC(=C2)CCCS(=O)(=O)C2=CC=C(C=C2)Cl)OCCN)C=CC1 (3-[(4-tert-butyl-2-thiazolyl)methoxy]-5'-[3-(4-chlorophenylsulfonyl)-propyl]-2'-(2-aminoethoxy)benzanilide). Solvent: O1CCCC1 (tetrahydrofuran). Conditions: time 8 hour. Starting materials: Cl.C1(CCCCC1)C(C(=O)OCCNC1=NC=CC=N1)(O)C1=CC=CC=C1 (2-(2-pyrimidyl)aminoethyl α-cyclohexylphenylglycolate hydrochloride). The reagents and catalysts are [Pd] (palladium on carbon). Run in O (H2O). Product: Cl.C1(CCCCC1)C(C(=O)OCCNC=1NCCCN1)(O)C1=CC=CC=C1 (2-(1,4,5,6-tetrahydropyrimidin-2-yl)aminoethyl α-cyclohexylphenylglycolate hydrochloride). As a reaction SMILES: [ClH:1].[CH:2]1([C:8]([C:22]2[CH:27]=[CH:26][CH:25]=[CH:24][CH:23]=2)([OH:21])[C:9]([O:11][CH2:12][CH2:13][NH:14][C:15]2[N:20]=[CH:19][CH:18]=[CH:17][N:16]=2)=[O:10])[CH2:7][CH2:6][CH2:5][CH2:4][CH2:3]1>[Pd].O>[ClH:1].[CH:22]1([C:8]([C:2]2[CH:7]=[CH:6][CH:5]=[CH:4][CH:3]=2)([OH:21])[C:9]([O:11][CH2:12][CH2:13][NH:14][C:15]2[NH:20][CH2:19][CH2:18][CH2:17][N:16]=2)=[O:10])[CH2:23][CH2:24][CH2:25][CH2:26][CH2:27]1 |f:0.1,4.5|. Reported procedure: A mixture of 2-(2-pyrimidyl)aminoethyl α-cyclohexylphenylglycolate hydrochloride (1.4 g) and 10% palladium on carbon (0.15 g) in H2O (150 ml), was hydrogenated at room pressure. After the absorption had ceased, the catalyst was filtered off, and the solution was evaporated in vacuo. The residue was triturated with ethylacetate, affording 0.85 of 2-(1,4,5,6-tetrahydropyrimidin-2-yl)aminoethyl α-cyclohexylphenylglycolate hydrochloride. M.p. 95° C.